The task is: describe an organic reaction: reactants, conditions, products, and yield. This data is from the Open Reaction Database (ORD), a public repository of structured organic reaction records. Starting materials: OC=1C=C2C=C(COC2=CC1)C(=O)O (6-hydroxy-2H-chromene-3-carboxylic acid). The reagents and catalysts are [Pd] (Pd/C). The solvent is CO (MeOH). Reaction conditions: time 3 hour. The product is OC=1C=C2CC(COC2=CC1)C(=O)O (6-hydroxychromane-3-carboxylic acid). Yield: 75.3%. As a reaction SMILES: [OH:1][C:2]1[CH:3]=[C:4]2[C:9](=[CH:10][CH:11]=1)[O:8][CH2:7][C:6]([C:12]([OH:14])=[O:13])=[CH:5]2>CO.[Pd]>[OH:1][C:2]1[CH:3]=[C:4]2[C:9](=[CH:10][CH:11]=1)[O:8][CH2:7][CH:6]([C:12]([OH:14])=[O:13])[CH2:5]2. Reported procedure: A solution of 6-hydroxy-2H-chromene-3-carboxylic acid (2.00 g, 10.4 mmol) in MeOH (100 mL) was degassed. To this solution was added Pd/C (5 wt %, 1.32 g). The reaction mixture was allowed to stir at rt under an atmosphere of hydrogen for 3 h and then filtered through Celite. Concentration of the filtrate gave 6-hydroxychromane-3-carboxylic acid (1.52 g, 75%). LCMS: ES− 193.1.